From a dataset of the Open Reaction Database (ORD), a public repository of structured organic reaction records. describe an organic reaction: reactants, conditions, products, and yield The reactants are CNC, CC#N, O=C1N(c2ccccc2)C(=O)N1c1ccccc1. Product: CN(C)C(=O)N(C(=O)Nc1ccccc1)c1ccccc1. As a reaction SMILES: [CH3:19][NH:20][CH3:21].[CH3:22][C:23]#[N:24].[c:1]1([N:7]2[C:8](=[O:18])[N:9]([c:12]3[cH:13][cH:14][cH:15][cH:16][cH:17]3)[C:10]2=[O:11])[cH:2][cH:3][cH:4][cH:5][cH:6]1>>[c:1]1([N:7]([C:8]([NH:9][c:12]2[cH:13][cH:14][cH:15][cH:16][cH:17]2)=[O:18])[C:10](=[O:11])[N:20]([CH3:19])[CH3:21])[cH:2][cH:3][cH:4][cH:5][cH:6]1.